The task is: describe an organic reaction: reactants, conditions, products, and yield. This data is from the Open Reaction Database (ORD), a public repository of structured organic reaction records. Reactants: ice, CN(CCN)C (2-dimethylaminoethylamine), [N+](=O)([O-])C=1C=C(C=CC1)S(=O)(=O)Cl (3-nitrobenzenesulfonyl chloride). The solvent is O1CCCC1 (tetrahydrofuran), O1CCCC1 (tetrahydrofuran). Reaction conditions: time 20 hour. The product is Cl.CN(CCNS(=O)(=O)C1=CC(=CC=C1)[N+](=O)[O-])C (N-(2-Dimethylaminoethyl)-3-nitrobenzenesulfonamide hydrochloride). RXN SMILES: [CH3:1][N:2]([CH3:6])[CH2:3][CH2:4][NH2:5].[N+:7]([C:10]1[CH:11]=[C:12]([S:16]([Cl:19])(=[O:18])=[O:17])[CH:13]=[CH:14][CH:15]=1)([O-:9])=[O:8]>O1CCCC1>[ClH:19].[CH3:1][N:2]([CH3:6])[CH2:3][CH2:4][NH:5][S:16]([C:12]1[CH:13]=[CH:14][CH:15]=[C:10]([N+:7]([O-:9])=[O:8])[CH:11]=1)(=[O:17])=[O:18] |f:3.4|. Procedure: A solution of 2-dimethylaminoethylamine (2.2 ml, 20 mmol) in tetrahydrofuran (25 ml) was added over 30 minutes to a stirred solution of 3-nitrobenzenesulfonyl chloride (2.2 g, 10 mmol) in tetrahydrofuran (50 ml) cooled in an ice bath. After addition was complete, the reaction mixture was stirred in the ice bath for 30 minutes, then at 20°-25° for 20 hours. Solvent was removed under reduced pressure and the residue partitioned between ethyl acetate and water. The ethyl acetate extract was washed ... Starting materials: C(C)(C)(C)C1=CC=C(C=C1)NC(C1=CC=C(C=C1)C#N)=O (N-(4-tert-butylphenyl)-4-cyanobenzamide), [N-]=[N+]=[N-].[Na+] (NaN3), [Mg+2].[Cl-].[Cl-] (MgCl2), O (H2O). Solvent: CN(C(C)=O)C (N,N-dimethylacetamide). Reaction conditions: temperature 150 celsius. Product: C(C)(C)(C)C1=CC=C(C=C1)NC(C1=CC=C(C=C1)C1=NN=NN1)=O (N-(4-tert-butylphenyl)-4-(1H-tetraazol-5-yl)benzamide). As a reaction SMILES: [C:1]([C:5]1[CH:10]=[CH:9][C:8]([NH:11][C:12](=[O:21])[C:13]2[CH:18]=[CH:17][C:16]([C:19]#[N:20])=[CH:15][CH:14]=2)=[CH:7][CH:6]=1)([CH3:4])([CH3:3])[CH3:2].[N-:22]=[N+:23]=[N-:24].[Na+].[Mg+2].[Cl-].[Cl-].O>CN(C)C(=O)C>[C:1]([C:5]1[CH:10]=[CH:9][C:8]([NH:11][C:12](=[O:21])[C:13]2[CH:14]=[CH:15][C:16]([C:19]3[NH:24][N:23]=[N:22][N:20]=3)=[CH:17][CH:18]=2)=[CH:7][CH:6]=1)([CH3:4])([CH3:2])[CH3:3] |f:1.2,3.4.5|. Procedure: The product from Example 4A (300 mg, 1.08 mmol) in N,N-dimethylacetamide (10 mL) was treated with NaN3 (0.7 g, 10.8 mmol) and MgCl2 (1.03 g, 10.8 mmol). The mixture was heated at 150° C. for 16 hours, allowed to cool to room temperature, and poured into H2O (50 mL). The mixture was filtered and the filter cake air-dried to provide the title compound as a solid. 1H NMR (300 MHz, DMSO-d6) δ 10.14 (s, 1H), 8.10 (d, J=8.4 Hz, 2H), 7.97 (d, J=8.4 Hz, 2H), 7.71 (d, J=8.5 Hz, 2H), 7.36 (d, J=8.4 Hz, 2H... The reactants are ice water, ClC1=NC=C(C2=CC=CC=C12)O (1-chloroisoquinolin-4-ol), C([O-])([O-])=O.[K+].[K+] (potassium carbonate), C(C1=CC=CC=C1)Br (benyl bromide). Run in CN(C)C=O (DMF). Conditions: time 48 hour. Yields the product ClC1=NC=C(C2=CC=CC=C12)OCC1=CC=CC=C1 (1-Chloro-4-(phenylmethoxy)isoquinoline). Yield: 92.7%. Reaction SMILES: [Cl:1][C:2]1[C:11]2[C:6](=[CH:7][CH:8]=[CH:9][CH:10]=2)[C:5]([OH:12])=[CH:4][N:3]=1.C(=O)([O-])[O-].[K+].[K+].[CH2:19](Br)[C:20]1[CH:25]=[CH:24][CH:23]=[CH:22][CH:21]=1>CN(C=O)C>[Cl:1][C:2]1[C:11]2[C:6](=[CH:7][CH:8]=[CH:9][CH:10]=2)[C:5]([O:12][CH2:19][C:20]2[CH:25]=[CH:24][CH:23]=[CH:22][CH:21]=2)=[CH:4][N:3]=1 |f:1.2.3|. Procedure: To a mixture of 1-chloroisoquinolin-4-ol (2.33 g, 13 mmol) and potassium carbonate (3 g) in anhydrous DMF (50 mL) is added benyl bromide (1.73 mL, 14.5 mmole) dropwise at room temperature. The resulting solution is stirred at room temperature for 48 hours, and then poured into ice water. The precipitate is collected by filtration and washed with water and hexanes, and dried to give the desired product as a white solid (3.25 g, yield: 93%). m.p. 97-98° C. Starting materials: C(=O)(Cl)Cl (phosgene), C(CCC)N(CCCC)CCCC (tri-n-butylamine), C(=CC)N1C(NCC1)=O (1-propenyl-2-oxo-imidazolidine). The solvent is C(C)(=O)OCC (ethyl acetate). Reaction conditions: time 8 hour. Yields the product ClC(=O)N1C(N(CC1)C=CC)=O (1-chlorocarbonyl-2-oxo-3-propenyl-imidazolidine). As a reaction SMILES: [C:1]([Cl:4])(Cl)=[O:2].C(N(CCCC)CCCC)CCC.[CH:18]([N:21]1[CH2:25][CH2:24][NH:23][C:22]1=[O:26])=[CH:19][CH3:20]>C(OCC)(=O)C>[Cl:4][C:1]([N:23]1[CH2:24][CH2:25][N:21]([CH:18]=[CH:19][CH3:20])[C:22]1=[O:26])=[O:2]. Procedure: First 6.3 pts. by wt. of phosgene and then 11.8 pts. by wt. of tri-n-butylamine are added to a suspension of 8.0 pts. by wt. of 1-propenyl-2-oxo-imidazolidine (prepared according to DAS (German Published Specification) No. 1,057,126) in 100 pts. by vol. of abs. ethyl acetate. The reaction mixture is stirred overnight and concentrated. The 1-chlorocarbonyl-2-oxo-3-propenyl-imidazolidine formed is used for Example 2 in a mixture with tributylammonium chloride. IR (liquid paraffin): 1,800 and 1,710... The reactants are Cl (hydrochloric acid), [H][H] (hydrogen), C(C)OC=1C=C(C=CC1OC)[C@H]1COCC[C@H]1N[C@H](C)C1=CC=CC=C1 ([(3R,4R)-3-(3-ethoxy-4-methoxy-phenyl)-tetrahydro-pyran-4-yl]-((R)-1-phenyl-ethyl)-amine). Reagents/catalysts: [Pd] (palladium-on-carbon). Solvent: CO (methanol). Yields the product C(C)OC=1C=C(C=CC1OC)[C@H]1COCC[C@H]1N ((3R,4R)-3-(3-Ethoxy-4-methoxy-phenyl)-tetrahydro-pyran-4-ylamine). RXN SMILES: Cl.[H][H].[CH2:4]([O:6][C:7]1[CH:8]=[C:9]([C@@H:15]2[C@H:20]([NH:21][C@@H](C3C=CC=CC=3)C)[CH2:19][CH2:18][O:17][CH2:16]2)[CH:10]=[CH:11][C:12]=1[O:13][CH3:14])[CH3:5]>[Pd].CO>[CH2:4]([O:6][C:7]1[CH:8]=[C:9]([C@@H:15]2[C@H:20]([NH2:21])[CH2:19][CH2:18][O:17][CH2:16]2)[CH:10]=[CH:11][C:12]=1[O:13][CH3:14])[CH3:5]. Reported procedure: A suspension of 50 mmol of 3-(3-ethoxy-4-methoxy-phenyl)-tetrahydro-pyran-4-one, 75 mmol of (R)-phenylethyl amine, 5 mmol of p-toluenesulfonic acid mono-hydrate and 1 g of platin-on-carbon catalyst (3% Pt) in 400 ml of absolute methanol is hydrogenated at 60° C. and 100 mbar hydrogen pressure until no further ketone can be detected by TLC. After cooling to RT the suspension is filtered over a tonsil layer and the filtrate is concentrated under vacuum. The viscous residue is partitioned between d...